This data is from the Open Reaction Database (ORD), a public repository of structured organic reaction records. The task is: describe an organic reaction: reactants, conditions, products, and yield Product: ClC=1C=C(C=CC1)NC1=CC(C(N=C1NC1=CC(=CC=C1)Cl)=O)=O (5,6-di(m-chlorophenylamino)-2,3-pyridindione). The reactants are OC1=NC=CC=C1O (2,3-dihydroxypyridine), ClC=1C=C(N)C=CC1 (m-chloroaniline), NaIO3. Reported procedure: 2,3-dihydroxypyridine (0.0027 mol), m-chloroaniline (0.0054 mol), and NaIO3 (0.0009 mol) were dissolved in 160 ml of water/acetone (80:1, v/v) solvent. The reaction mixture was stirred for 2 hours, and maintained still overnight. It was then filtered and recrystallized with chloroform. The final product was 5,6-di(m-chlorophenylamino)-2,3-pyridindione in a yellow powder. The yield was 36%-57%. As a reaction SMILES: [OH:1][C:2]1[C:7]([OH:8])=[CH:6][CH:5]=[CH:4][N:3]=1.[Cl:9][C:10]1[CH:11]=[C:12]([CH:14]=[CH:15][CH:16]=1)[NH2:13]>O.CC(C)=O>[Cl:9][C:10]1[CH:11]=[C:12]([NH:13][C:5]2[C:4]([NH:13][C:12]3[CH:14]=[CH:15][CH:16]=[C:10]([Cl:9])[CH:11]=3)=[N:3][C:2](=[O:1])[C:7](=[O:8])[CH:6]=2)[CH:14]=[CH:15][CH:16]=1 |f:2.3|. Solvent: O.CC(=O)C (water acetone). Isolated yield 36.0%. Conditions: time 2 hour.